From a dataset of the Open Reaction Database (ORD), a public repository of structured organic reaction records. describe an organic reaction: reactants, conditions, products, and yield The reactants are N#CCCl, ClCCl, [Na+], O=C1CCCCC1, [OH-]. Product: N#CC1OC12CCCCC2. Reaction SMILES: [Cl:10][CH2:11][C:12]#[N:13].[Cl:14][CH2:15][Cl:16].[Na+:9].[O:1]=[C:2]1[CH2:3][CH2:4][CH2:5][CH2:6][CH2:7]1.[OH-:8]>>[O:1]1[C:2]2([CH2:3][CH2:4][CH2:5][CH2:6][CH2:7]2)[CH:11]1[C:12]#[N:13]. Starting materials: ClCC1=CC=CC2=CC=CC=C12 (1-(Chloromethyl)naphthalene), N1N=NC=C1 (1,2,3-Triazole), [I-].[Na+] (sodium iodide), [OH-].[Na+] (sodium hydroxide). Solvent: C1(=CC=CC=C1)C (toluene), C(C)(C)(CC)O (t-amyl alcohol), C(C)(C)(CC)O (t-amyl alcohol). Reaction conditions: time 1 hour. Product: C1(=CC=CC2=CC=CC=C12)CN1N=NC=C1 (1-(1-naphthylmethyl)-1H-1,2,3-triazole), C1(=CC=CC2=CC=CC=C12)CN1N=CC=N1 (2-(1-naphthylmethyl)-2H-1,2,3-triazole). Yield: 5.0%. RXN SMILES: [NH:1]1[CH:5]=[CH:4][N:3]=[N:2]1.[I-].[Na+].[OH-].[Na+].Cl[CH2:11][C:12]1[C:21]2[C:16](=[CH:17][CH:18]=[CH:19][CH:20]=2)[CH:15]=[CH:14][CH:13]=1>C(O)(CC)(C)C.C1(C)C=CC=CC=1>[C:12]1([CH2:11][N:1]2[CH:5]=[CH:4][N:3]=[N:2]2)[C:21]2[C:16](=[CH:17][CH:18]=[CH:19][CH:20]=2)[CH:15]=[CH:14][CH:13]=1.[C:12]1([CH2:11][N:2]2[N:3]=[CH:4][CH:5]=[N:1]2)[C:21]2[C:16](=[CH:17][CH:18]=[CH:19][CH:20]=2)[CH:15]=[CH:14][CH:13]=1 |f:1.2,3.4|. Procedure details: 1,2,3-Triazole (1454 mg, 21.05 mmol), sodium iodide (2103 mg, 14.03 mmol) and sodium hydroxide (842 mg, 21.05 mmol) were added to t-amyl alcohol (5.5 ml), and the mixture was refluxed under stirring for 1 hour. 1-(Chloromethyl)naphthalene (2478 mg, 14.03 mmol) was dissolved in t-amyl alcohol (5.5 ml) and added dropwise under reflux over 1 hour. The mixture was refluxed under stirring for 1 hour. The mixture was cooled to room temperature and toluene (50 ml) was added. The mixture was washed with... Starting materials: C(C)(C)(C)[Si](O[C@H]1C[C@H]2N(C(N(C2)C2=CC=C(C=C2)OCC(F)(F)F)=O)C1)(C1=CC=CC=C1)C1=CC=CC=C1 ((6S,7aR)-6-(tert-Butyl-diphenyl-silanyloxy)-2-[4-(2,2,2-trifluoro-ethoxy)-phenyl]-hexahydro-pyrrolo[1,2-c]imidazol-3-one), CCCC[N+](CCCC)(CCCC)CCCC.[F-] (TBAF). The solvent is C1CCOC1 (THF). Conditions: time 4 hour. The product is O[C@H]1C[C@H]2N(C(N(C2)C2=CC=C(C=C2)OCC(F)(F)F)=O)C1 ((6S,7aR)-6-Hydroxy-2-[4-(2,2,2-trifluoro-ethoxy)-phenyl]-hexahydro-pyrrolo[1,2-c]imidazol-3-one). Isolated yield 91.1%. RXN SMILES: C([Si](C1C=CC=CC=1)(C1C=CC=CC=1)[O:6][C@@H:7]1[CH2:27][N:10]2[C:11](=[O:26])[N:12]([C:14]3[CH:19]=[CH:18][C:17]([O:20][CH2:21][C:22]([F:25])([F:24])[F:23])=[CH:16][CH:15]=3)[CH2:13][C@H:9]2[CH2:8]1)(C)(C)C.CCCC[N+](CCCC)(CCCC)CCCC.[F-]>C1COCC1>[OH:6][C@@H:7]1[CH2:27][N:10]2[C:11](=[O:26])[N:12]([C:14]3[CH:15]=[CH:16][C:17]([O:20][CH2:21][C:22]([F:25])([F:23])[F:24])=[CH:18][CH:19]=3)[CH2:13][C@H:9]2[CH2:8]1 |f:1.2|. Procedure: To a solution of (6S,7aR)-6-(tert-Butyl-diphenyl-silanyloxy)-2-[4-(2,2,2-trifluoro-ethoxy)-phenyl]-hexahydro-pyrrolo[1,2-c]imidazol-3-one (250 mg, 0.451 mmol) in THF (3 mL) was added TBAF (1M in THF, 0.55 ml, 0.541 mmol) at 0° C. and stirred for 4 h at room temperature. The mixture was concentrated under reduced pressure and the residue was taken up with DCM. The organic layer was washed with water and brine, dried over Na2SO4 and concentrated. The residue was purified through column chromatogra... Reactants: [OH-].[Na+] (sodium hydroxide), ClN1C(CCC1=O)=O (N-chlorosuccinimide), NC1=NC(=CC(=[N+]1[O-])NCCC)N(C)C (2-Amino-4-propylamino-6-dimethylaminopyrimidine 3-oxide). The solvent is C(C)O (ethanol), C(C)O (ethanol), O (water). Reaction conditions: time 4 hour. The product is NC1=NC(=C(C(=[N+]1[O-])NCCC)Cl)N(C)C (2-amino-4-propylamino-5-chloro-6-dimethylaminopyrimidine 3-oxide). Yield: 60.2%. As a reaction SMILES: [NH2:1][C:2]1[N+:7]([O-:8])=[C:6]([NH:9][CH2:10][CH2:11][CH3:12])[CH:5]=[C:4]([N:13]([CH3:15])[CH3:14])[N:3]=1.[Cl:16]N1C(=O)CCC1=O.[OH-].[Na+]>C(O)C.O>[NH2:1][C:2]1[N+:7]([O-:8])=[C:6]([NH:9][CH2:10][CH2:11][CH3:12])[C:5]([Cl:16])=[C:4]([N:13]([CH3:15])[CH3:14])[N:3]=1 |f:2.3|. Procedure: 1 g of 2-amino-4-propylamino-6-dimethylamino-pyrimidine 3-oxide of Example 1 is dissolved in 15 ml of ethanol. 0.75 g of N-chlorosuccinimide are added as solution in 35 ml of ethanol, dropwise at room temperature. After 4 hours' stirring the reaction mixture is evaporated to dryness. The oil obtained is taken up in 10 ml of water. The pH is adjusted to 8 by adding sodium hydroxide and the mixture is then extracted with 3×20 ml of butanol. The butanol phase is evaporated to dryness. The residue i... The reactants are C(#N)C=1C(=C2C=CN(C2=CC1)CC(NO)=N)C(F)(F)F (2-[5-cyano-4-(trifluoromethyl)-1H-indol-1-yl]-N-hydroxyethanimidamide), BrC=1C=C(C(=O)O)C=CC1F (3-bromo-4-fluorobenzoic acid). The product is BrC=1C=C(C=CC1F)C1=NC(=NO1)CN1C=CC2=C(C(=CC=C12)C#N)C(F)(F)F (1-{[5-(3-Bromo-4-fluorophenyl)-1,2,4-oxadiazol-3-yl]methyl}-4-(trifluoromethyl)-1H-indole-5-carbonitrile). RXN SMILES: [C:1]([C:3]1[C:4]([C:17]([F:20])([F:19])[F:18])=[C:5]2[C:9](=[CH:10][CH:11]=1)[N:8]([CH2:12][C:13](=[NH:16])[NH:14][OH:15])[CH:7]=[CH:6]2)#[N:2].[Br:21][C:22]1[CH:23]=[C:24]([CH:28]=[CH:29][C:30]=1[F:31])[C:25](O)=O>>[Br:21][C:22]1[CH:23]=[C:24]([C:25]2[O:15][N:14]=[C:13]([CH2:12][N:8]3[C:9]4[C:5](=[C:4]([C:17]([F:19])([F:20])[F:18])[C:3]([C:1]#[N:2])=[CH:11][CH:10]=4)[CH:6]=[CH:7]3)[N:16]=2)[CH:28]=[CH:29][C:30]=1[F:31]. Procedure: Synthesized as described in Example 72 from 2-[5-cyano-4-(trifluoromethyl)-1H-indol-1-yl]-N-hydroxyethanimidamide and 3-bromo-4-fluorobenzoic acid: MS (ESI): m/z 465 (M+1).